Dataset: the Open Reaction Database (ORD), a public repository of structured organic reaction records. Task: describe an organic reaction: reactants, conditions, products, and yield Conditions: time 20 hour. RXN SMILES: Cl.[NH2:2][C:3]([CH3:9])([CH3:8])[C:4]([O:6][CH3:7])=[O:5].C(N(C(C)C)C(C)C)C.[C:19]([C:22]1[N:27]=[C:26]([C:28]2[CH:33]=[CH:32][C:31]([C:34]3[CH:39]=[CH:38][C:37]([CH2:40][C:41](O)=[O:42])=[CH:36][C:35]=3[Cl:44])=[CH:30][CH:29]=2)[C:25]([CH3:45])=[N:24][C:23]=1[CH3:46])(=[O:21])[NH2:20].Cl.CN(C)CCCN=C=NCC.N1(O)C2C=CC=CC=2N=N1>CN(C=O)C>[C:19]([C:22]1[N:27]=[C:26]([C:28]2[CH:33]=[CH:32][C:31]([C:34]3[CH:39]=[CH:38][C:37]([CH2:40][C:41]([NH:2][C:3]([CH3:9])([CH3:8])[C:4]([O:6][CH3:7])=[O:5])=[O:42])=[CH:36][C:35]=3[Cl:44])=[CH:30][CH:29]=2)[C:25]([CH3:45])=[N:24][C:23]=1[CH3:46])(=[O:21])[NH2:20] |f:0.1,4.5|. The solvent is CN(C)C=O (DMF), CN(C)C=O (DMF). Reactants: Cl.NC(C(=O)OC)(C)C (methyl 2-amino-2-methylpropanoate hydrochloride), C(C)N(C(C)C)C(C)C (N-ethyl-N-isopropylpropan-2-amine), C(N)(=O)C1=C(N=C(C(=N1)C1=CC=C(C=C1)C1=C(C=C(C=C1)CC(=O)O)Cl)C)C (2-(4′-(6-carbamoyl-3,5-dimethylpyrazin-2-yl)-2-chlorobiphenyl-4-yl)acetic acid), Cl.CN(CCCN=C=NCC)C (1-(3-dimethylaminopropyl)-3-ethylcarbodiimide hydrochloride), N1(N=NC2=C1C=CC=C2)O (1H-benzo[d][1,2,3]triazol-1-ol), C(C)N(C(C)C)C(C)C (N-ethyl-N-isopropylpropan-2-amine). The yield is 124.3%. The product is C(N)(=O)C1=C(N=C(C(=N1)C1=CC=C(C=C1)C1=C(C=C(C=C1)CC(=O)NC(C(=O)OC)(C)C)Cl)C)C (methyl 2-(2-(4′-(6-carbamoyl-3,5-dimethylpyrazin-2-yl)-2-chlorobiphenyl-4-yl)acetamido)-2-methylpropanoate). Procedure details: A mixture of methyl 2-amino-2-methylpropanoate hydrochloride (88 mg, 0.57 mmol) and N-ethyl-N-isopropylpropan-2-amine (99 μL, 0.57 mmol) in DMF (342 μL) were treated with a solution of 2-(4′-(6-carbamoyl-3,5-dimethylpyrazin-2-yl)-2-chlorobiphenyl-4-yl)acetic acid (Example 1; 205 mg, 0.52 mmol), 1-(3-dimethylaminopropyl)-3-ethylcarbodiimide hydrochloride (124 mg, 0.65 mmol), 1H-benzo[d][1,2,3]triazol-1-ol (70.0 mg, 0.52 mmol) and N-ethyl-N-isopropylpropan-2-amine (99 μL, 0.57 mmol) in DMF (2049 μ... Starting materials: CNCC1(N2CCN(C)CC2)CCCCC1, O=C(Cl)c1ccc(Cl)c(Cl)c1, c1ccccc1. Product: CN1CCN(C2(CN(C)C(=O)c3ccc(Cl)c(Cl)c3)CCCCC2)CC1. RXN SMILES: [CH3:12][NH:13][CH2:14][C:15]1([N:21]2[CH2:22][CH2:23][N:24]([CH3:27])[CH2:25][CH2:26]2)[CH2:16][CH2:17][CH2:18][CH2:19][CH2:20]1.[Cl:1][c:2]1[cH:3][c:4]([C:5](=[O:6])[Cl:7])[cH:8][cH:9][c:10]1[Cl:11].[cH:28]1[cH:29][cH:30][cH:31][cH:32][cH:33]1>>[Cl:1][c:2]1[cH:3][c:4]([C:5](=[O:6])[N:13]([CH3:12])[CH2:14][C:15]2([N:21]3[CH2:22][CH2:23][N:24]([CH3:27])[CH2:25][CH2:26]3)[CH2:16][CH2:17][CH2:18][CH2:19][CH2:20]2)[cH:8][cH:9][c:10]1[Cl:11]. Reaction SMILES: [CH2:45]1[CH2:46][CH2:47][NH:48][CH2:49][CH2:50]1.[CH3:1][O:2][C:3]([CH:4]([NH:5][C:6]([O:7][CH2:8][CH:9]1[c:10]2[cH:11][cH:12][cH:13][cH:14][c:15]2-[c:16]2[c:17]1[cH:18][cH:19][cH:20][cH:21]2)=[O:22])[CH2:23][O:24][C:25]1([c:38]2[cH:39][cH:40][cH:41][cH:42][cH:43]2)[c:26]2[cH:27][cH:28][cH:29][cH:30][c:31]2-[c:32]2[cH:33][cH:34][cH:35][cH:36][c:37]21)=[O:44]>>[CH3:1][O:2][C:3]([CH:4]([NH2:5])[CH2:23][O:24][C:25]1([c:38]2[cH:39][cH:40][cH:41][cH:42][cH:43]2)[c:26]2[cH:27][cH:28][cH:29][cH:30][c:31]2-[c:32]2[cH:33][cH:34][cH:35][cH:36][c:37]21)=[O:44]. Reactants: C1CCNCC1, COC(=O)C(COC1(c2ccccc2)c2ccccc2-c2ccccc21)NC(=O)OCC1c2ccccc2-c2ccccc21. Yields the product COC(=O)C(N)COC1(c2ccccc2)c2ccccc2-c2ccccc21. The reactants are CCO, CCOC(=O)CC1CN(c2ccccc2)C(=O)C1=NO. Yields the product CCOC(=O)CC1CN(c2ccccc2)C(=O)C1N. As a reaction SMILES: [CH3:21][CH2:22][OH:23].[OH:1][N:2]=[C:3]1[CH:4]([CH2:15][C:16](=[O:17])[O:18][CH2:19][CH3:20])[CH2:5][N:6]([c:9]2[cH:10][cH:11][cH:12][cH:13][cH:14]2)[C:7]1=[O:8]>>[NH2:2][CH:3]1[CH:4]([CH2:15][C:16](=[O:17])[O:18][CH2:19][CH3:20])[CH2:5][N:6]([c:9]2[cH:10][cH:11][cH:12][cH:13][cH:14]2)[C:7]1=[O:8]. The reactants are C(C)(=O)N1C(C2CCCC2C1)(C(=O)OCC)C(=O)OCC (N-acetyl-3-azabicyclo[3.3.0]octane-2,2-dicarboxylic acid, diethyl ester), Br (HBr). Solvent: CC(=O)O (HOAc). Yields the product Br.C12C(NCC2CCC1)C(=O)O (3-azabicyclo[3.3.0]octane-2-carboxylic acid, hydrobromide). Yield: 93.0%. RXN SMILES: C([N:4]1[CH2:11][CH:10]2[CH:6]([CH2:7][CH2:8][CH2:9]2)[C:5]1(C(OCC)=O)[C:12]([O:14]CC)=[O:13])(=O)C.[BrH:22]>CC(O)=O>[BrH:22].[CH:6]12[CH2:7][CH2:8][CH2:9][CH:10]1[CH2:11][NH:4][CH:5]2[C:12]([OH:14])=[O:13] |f:3.4|. Procedure details: A solution of N-acetyl-3-azabicyclo[3.3.0]octane-2,2-dicarboxylic acid, diethyl ester (1.9 g, 6.3 mmol) in aqueous HBr (48%, 10 mL) and HOAc (2 mL) was heated at 120° C. under nitrogen for 18 h. The reaction mixture was cooled, concentrated in vacuo, and the residue was azeotroped with acetonitrile (2×) and Et2O/toluene (1×) to yield 3-azabicyclo[3.3.0]octane-2-carboxylic acid, hydrobromide (1.4 g, 93%). Reactants: 2-(1H-benzo[d][1,2,3]triazol-1-yl)-1,1,3,3-tetramethylisouronium tetrafluoroborate, ClC=1C(=C(C=CC1)NC(C)C=1C=C(C=C2C(C=C(OC12)N1CCOCC1)=O)C(=O)O)F (8-(1-(3-chloro-2-fluorophenylamino)ethyl)-2-morpholino-4-oxo-4H-chromene-6-carboxylic acid), CN1CCOCC1 (4-methylmorpholine), N1,N1-dimethylethane-1,2-m diamine, CN1CCCC1=O (NMP). Run at time 2 hour. Yields the product ClC=1C(=C(C=CC1)NC(C)C=1C=C(C=C2C(C=C(OC12)N1CCOCC1)=O)C(=O)NCCN(C)C)F (8-(1-(3-chloro-2-fluorophenylamino)ethyl)-N-(2-(dimethylamino)ethyl)-2-morpholino-4-oxo-4H-chromene-6-carboxamide). Yield: 60.2%. Reaction SMILES: [Cl:1][C:2]1[C:3]([F:31])=[C:4]([NH:8][CH:9]([C:11]2[CH:12]=[C:13]([C:28](O)=[O:29])[CH:14]=[C:15]3[C:20]=2[O:19][C:18]([N:21]2[CH2:26][CH2:25][O:24][CH2:23][CH2:22]2)=[CH:17][C:16]3=[O:27])[CH3:10])[CH:5]=[CH:6][CH:7]=1.[CH3:32][N:33]1[CH2:38]CO[CH2:35][CH2:34]1.C[N:40]1C(=O)CCC1>>[Cl:1][C:2]1[C:3]([F:31])=[C:4]([NH:8][CH:9]([C:11]2[CH:12]=[C:13]([C:28]([NH:40][CH2:35][CH2:34][N:33]([CH3:38])[CH3:32])=[O:29])[CH:14]=[C:15]3[C:20]=2[O:19][C:18]([N:21]2[CH2:26][CH2:25][O:24][CH2:23][CH2:22]2)=[CH:17][C:16]3=[O:27])[CH3:10])[CH:5]=[CH:6][CH:7]=1. Procedure: 2-(1H-benzo[d][1,2,3]triazol-1-yl)-1,1,3,3-tetramethylisouronium tetrafluoroborate (73.3 mg, 0.23 mmol) was added to a stirred solution of 8-(1-(3-chloro-2-fluorophenylamino)ethyl)-2-morpholino-4-oxo-4H-chromene-6-carboxylic acid (85 mg, 0.19 mmol), 4-methylmorpholine (0.052 mL, 0.48 mmol) and N1,N1-dimethylethane-1,2-m diamine (0.025 mL, 0.23 mmol) dissolved in NMP (1.2 mL) at room temperature. The resulting solution was stirred for 2 hrs. The reaction mixture was purified by preparative HPLC u...